From a dataset of the Open Reaction Database (ORD), a public repository of structured organic reaction records. describe an organic reaction: reactants, conditions, products, and yield Reactants: FC1=CC=C(C=C1)[Mg]Br (p-Fluorophenylmagnesium bromide), FC1=C(C(=O)C2=CC=C(C=C2)F)C=CC=C1 (2,4′-difluorobenzophenone), ice. Solvent: C(C)(C)(C)OC (t-butylmethyl ether). Yields the product FC1=CC=C(C=C1)C(O)(C1=C(C=CC=C1)F)C1=CC=C(C=C1)F (bis(4-fluorophenyl)-2-fluorophenylmethanol). As a reaction SMILES: [F:1][C:2]1[CH:7]=[CH:6][C:5]([Mg]Br)=[CH:4][CH:3]=1.[F:10][C:11]1[CH:25]=[CH:24][CH:23]=[CH:22][C:12]=1[C:13]([C:15]1[CH:20]=[CH:19][C:18]([F:21])=[CH:17][CH:16]=1)=[O:14]>C(OC)(C)(C)C>[F:1][C:2]1[CH:7]=[CH:6][C:5]([C:13]([C:15]2[CH:16]=[CH:17][C:18]([F:21])=[CH:19][CH:20]=2)([C:12]2[CH:22]=[CH:23][CH:24]=[CH:25][C:11]=2[F:10])[OH:14])=[CH:4][CH:3]=1. Procedure: p-Fluorophenylmagnesium bromide (124 mL, 0.12 mol) was added dropwise to a stirring solution of 2,4′-difluorobenzophenone (24.5 g, 0.11 mol) in t-butylmethyl ether (100 mL) at rt. After the addition was complete the reaction was heated at reflux for 3 h. The solution was then cooled to rt and was poured in to ice cold 1.0 M HCl (aq) (100 mL). The organics were extracted with EtOAc (3×70 mL) and dried (Na2SO4). Concentration under reduced pressure gave the desired product bis(4-fluorophenyl)-2-fl... Starting materials: CC(C)(C)OC(=O)NC(Cc1c[nH]c2ccc(O)cc12)C(=O)O, CCOC(C)=O, CI, CN(C)C=O. The product is COC(=O)C(Cc1c[nH]c2ccc(O)cc12)NC(=O)OC(C)(C)C. As a reaction SMILES: [C:1](=[O:2])([O:3][C:4]([CH3:5])([CH3:6])[CH3:7])[NH:8][CH:9]([CH2:10][c:11]1[cH:12][nH:13][c:14]2[cH:15][cH:16][c:17]([OH:20])[cH:18][c:19]12)[C:21](=[O:22])[OH:23].[CH3:26][CH2:27][O:28][C:29]([CH3:30])=[O:31].[I:24][CH3:25].[O:32]=[CH:33][N:34]([CH3:35])[CH3:36]>>[C:1](=[O:2])([O:3][C:4]([CH3:5])([CH3:6])[CH3:7])[NH:8][CH:9]([CH2:10][c:11]1[cH:12][nH:13][c:14]2[cH:15][cH:16][c:17]([OH:20])[cH:18][c:19]12)[C:21]([O:22][CH3:26])=[O:23]. Starting materials: COCOc1cccc(C(C)=O)c1, Cc1ccc(S(=O)(=O)[O-])cc1, OCCO, c1ccccc1, c1cc[nH+]cc1. The product is COCOc1cccc(C2(C)OCCO2)c1. As a reaction SMILES: [CH3:1][O:2][CH2:3][O:4][c:5]1[cH:6][c:7]([C:11]([CH3:12])=[O:13])[cH:8][cH:9][cH:10]1.[O-:18][S:19]([c:20]1[cH:21][cH:22][c:23]([CH3:24])[cH:25][cH:26]1)(=[O:27])=[O:28].[OH:14][CH2:15][CH2:16][OH:17].[cH:35]1[cH:36][cH:37][cH:38][cH:39][cH:40]1.[nH+:29]1[cH:30][cH:31][cH:32][cH:33][cH:34]1>>[CH3:1][O:2][CH2:3][O:4][c:5]1[cH:6][c:7]([C:11]2([CH3:12])[O:13][CH2:16][CH2:15][O:14]2)[cH:8][cH:9][cH:10]1. Product: NCCCOC1=C(C(=O)NC2=C(C=C(C(=O)N(C)C3=C(C=C(C=C3)C)OCC3=CC=C(C=C3)C3=NN=NN3)C=C2)OC)C=CC=C1 (4-[2-(3-aminoprop-1-yl)oxybenzoyl]amino-3-methoxy-N-[2-[4-(tetrazol-5-yl)phenylmethyl]oxy-4-methylphenyl]-N-methylbenzamide). The solvent is C=1(C(=CC=CC1)C)C (xylene). Starting materials: C(C)(C)(C)OC(=O)NCCCOC1=C(C(=O)NC2=C(C=C(C(=O)N(C)C3=C(C=C(C=C3)C)OCC3=CC=C(C=C3)C#N)C=C2)OC)C=CC=C1 (4-[2-[3-(tert-butoxycarbonyl)aminoprop-1-yl]oxybenzoyl]amino-3-methoxy-N-[2-(4-cyanophenylmethyl)oxy-4-methylphenyl]-N-methylbenzamide), C[Sn](C)(C)N=[N+]=[N-] (trimethyltin azide), [Sn] (tin), N1N=NN=C1 (tetrazole), Cl (hydrochloric acid), [OH-].[Na+] (sodium hydroxide). Procedure: To a solution of 4-[2-[3-(tert-butoxycarbonyl)aminoprop-1-yl]oxybenzoyl]amino-3-methoxy-N-[2-(4-cyanophenylmethyl)oxy-4-methylphenyl]-N-methylbenzamide (360 mg) in xylene (8 ml) was added trimethyltin azide (218 mg) and the solution was stirred at 120° C. for 3 days. The solution was cooled to ambient temperature and 12N hydrochloric acid (10 ml) was added to the solution to decompose tin salt of the tetrazole compound and the excess reagent. Then the solution was adjusted to pH 7 with saturated... Conditions: temperature 120 celsius, time 3 day. Isolated yield 68.8%. RXN SMILES: C(OC([NH:8][CH2:9][CH2:10][CH2:11][O:12][C:13]1[CH:50]=[CH:49][CH:48]=[CH:47][C:14]=1[C:15]([NH:17][C:18]1[CH:44]=[CH:43][C:21]([C:22]([N:24]([C:26]2[CH:31]=[CH:30][C:29]([CH3:32])=[CH:28][C:27]=2[O:33][CH2:34][C:35]2[CH:40]=[CH:39][C:38]([C:41]#[N:42])=[CH:37][CH:36]=2)[CH3:25])=[O:23])=[CH:20][C:19]=1[O:45][CH3:46])=[O:16])=O)(C)(C)C.C[Sn]([N:55]=[N+:56]=[N-:57])(C)C.Cl.[Sn].N1C=NN=N1.[OH-].[Na+]>C1(C)C(C)=CC=CC=1>[NH2:8][CH2:9][CH2:10][CH2:11][O:12][C:13]1[CH:50]=[CH:49][CH:48]=[CH:47][C:14]=1[C:15]([NH:17][C:18]1[CH:44]=[CH:43][C:21]([C:22]([N:24]([C:26]2[CH:31]=[CH:30][C:29]([CH3:32])=[CH:28][C:27]=2[O:33][CH2:34][C:35]2[CH:36]=[CH:37][C:38]([C:41]3[NH:42][N:57]=[N:56][N:55]=3)=[CH:39][CH:40]=2)[CH3:25])=[O:23])=[CH:20][C:19]=1[O:45][CH3:46])=[O:16] |f:5.6,^3:58|. Starting materials: C(C)(=O)OCC(=O)NC=1C(=C(CCC(=O)[O-])C(=C(C1I)NC(COC(C)=O)=O)I)I (3,5-Bis(acetoxyacetylamino)-2,4,6-triiodobenzylacetate), CO (methanol). Solvent: [OH-].[Na+] (NaOH). Run at time 2 hour. Yields the product OCC(=O)NC=1C(=C(CO)C(=C(C1I)NC(CO)=O)I)I (N,N′-bis(hydroxyacetyl)-3,5-diamino-2,4,6-triiodobenzylalcohol). Reaction SMILES: C([O:4][CH2:5][C:6]([NH:8][C:9]1[C:10]([I:30])=[C:11]([C:17]([I:29])=[C:18]([NH:21][C:22](=[O:28])[CH2:23][O:24]C(=O)C)[C:19]=1[I:20])[CH2:12]CC([O-])=O)=[O:7])(=O)C.C[OH:32]>[OH-].[Na+]>[OH:4][CH2:5][C:6]([NH:8][C:9]1[C:10]([I:30])=[C:11]([C:17]([I:29])=[C:18]([NH:21][C:22](=[O:28])[CH2:23][OH:24])[C:19]=1[I:20])[CH2:12][OH:32])=[O:7] |f:2.3|. Reported procedure: 3,5-Bis(acetoxyacetylamino)-2,4,6-triiodobenzylacetate (152 mg, 0.2 mmol) was dissolved in a mixture of methanol (6 ml) and 1 M aqueous NaOH (2 ml) and the solution was stirred for 2 h at room temperature. After neutralization with 1 M HCl, the solvents were removed by evaporation and the product was purified by preparative HPLC. Yield: 105 mg (83%).